From a dataset of the Open Reaction Database (ORD), a public repository of structured organic reaction records. describe an organic reaction: reactants, conditions, products, and yield Yields the product COC(CN(C=1C=NC=CC1C1=C(C=CC=C1)OC(F)(F)F)C(C1=CC(=CC(=C1)C(F)(F)F)S(=O)(=O)C)=O)=O ({(3-Methanesulfonyl-5-trifluoromethyl-benzoyl)-[4-(2-trifluoromethoxy-phenyl)-pyridin-3-yl]-amino}-acetic acid methyl ester). Starting materials: COC(CNC=1C=NC=CC1C1=C(C=CC=C1)OC(F)(F)F)=O ([4-(2-trifluoromethoxy-phenyl)-pyridin-3-ylamino]-acetic acid methyl ester), FC1=C(C(=CC=C1)OC)C1=C(C=NC=C1)N(C(C1=CC(=CC(=C1)C(F)(F)F)S(=O)(=O)C)=O)CC(F)(F)F (N-[4-(2-Fluoro-6-methoxy-phenyl)-pyridin-3-yl]-3-methanesulfonyl-N-(2,2,2-trifluoro-ethyl)-5-trifluoromethyl-benzamide), FC1=C(C(=CC=C1)OC)C1=C(C=NC=C1)N(C(C1=CC(=CC(=C1)C(F)(F)F)S(=O)(=O)C)=O)CC(F)(F)F (N-[4-(2-Fluoro-6-methoxy-phenyl)-pyridin-3-yl]-3-methanesulfonyl-N-(2,2,2-trifluoro-ethyl)-5-trifluoromethyl-benzamide). Reported procedure: The title compound was prepared in analogy to example 284, from [4-(2-trifluoromethoxy-phenyl)-pyridin-3-ylamino]-acetic acid methyl ester and 3-methanesulfonyl-5-trifluoromethyl-benzoyl chloride (example 223, intermediate d). The crude product was used in the next step without further purification. Brown sticky liquid. MS (ESI): m/z=577.2 [M+H]+. As a reaction SMILES: [CH3:1][O:2][C:3](=[O:23])[CH2:4][NH:5][C:6]1[CH:7]=[N:8][CH:9]=[CH:10][C:11]=1[C:12]1[CH:17]=[CH:16][CH:15]=[CH:14][C:13]=1[O:18][C:19]([F:22])([F:21])[F:20].FC1C=CC=C(OC)C=1C1C=CN=CC=1N(CC(F)(F)F)[C:40](=[O:55])[C:41]1[CH:46]=[C:45]([C:47]([F:50])([F:49])[F:48])[CH:44]=[C:43]([S:51]([CH3:54])(=[O:53])=[O:52])[CH:42]=1>>[CH3:1][O:2][C:3](=[O:23])[CH2:4][N:5]([C:40](=[O:55])[C:41]1[CH:46]=[C:45]([C:47]([F:50])([F:48])[F:49])[CH:44]=[C:43]([S:51]([CH3:54])(=[O:53])=[O:52])[CH:42]=1)[C:6]1[CH:7]=[N:8][CH:9]=[CH:10][C:11]=1[C:12]1[CH:17]=[CH:16][CH:15]=[CH:14][C:13]=1[O:18][C:19]([F:20])([F:21])[F:22]. Starting materials: O=CO, CCCCOC1OC(C(O)N(C(=O)NCCCl)C(C)CC)C(O)C(O)C1O, O=N[O-], [Na+]. Product: CCCCOC1OC(C(O)N(C(=O)N(CCCl)N=O)C(C)CC)C(O)C(O)C1O. As a reaction SMILES: [CH:32]([OH:33])=[O:34].[CH:5]([CH3:6])([CH2:7][CH3:8])[N:9]([C:10]([NH:11][CH2:12][CH2:13][Cl:14])=[O:15])[CH:16]([CH:17]1[CH:18]([OH:30])[CH:19]([OH:29])[CH:20]([OH:28])[CH:21]([O:22][CH2:23][CH2:24][CH2:25][CH3:26])[O:27]1)[OH:31].[N:1](=[O:2])[O-:3].[Na+:4]>>[N:1](=[O:3])[N:11]([C:10]([N:9]([CH:5]([CH3:6])[CH2:7][CH3:8])[CH:16]([CH:17]1[CH:18]([OH:30])[CH:19]([OH:29])[CH:20]([OH:28])[CH:21]([O:22][CH2:23][CH2:24][CH2:25][CH3:26])[O:27]1)[OH:31])=[O:15])[CH2:12][CH2:13][Cl:14]. The reactants are CCCCC(NC(=O)OC(C)(C)C)C(O)C(=O)O, CCN=C=NCCCN(C)C, ClCCl, Cl, O, On1nnc2ccccc21, CCC(N)c1ccccc1. Yields the product CCCCC(NC(=O)OC(C)(C)C)C(O)C(=O)NC(CC)c1ccccc1. As a reaction SMILES: [C:34]([CH3:35])([CH3:36])([CH3:37])[O:38][C:39](=[O:40])[NH:41][CH:42]([CH:43]([C:44](=[O:45])[OH:46])[OH:47])[CH2:48][CH2:49][CH2:50][CH3:51].[CH3:13][N:14]([CH3:15])[CH2:16][CH2:17][CH2:18][N:19]=[C:20]=[N:21][CH2:22][CH3:23].[Cl:52][CH2:53][Cl:54].[ClH:12].[OH2:1].[OH:2][n:3]1[c:4]2[cH:5][cH:6][cH:7][cH:8][c:9]2[n:10][n:11]1.[c:24]1([CH:30]([CH2:31][CH3:32])[NH2:33])[cH:25][cH:26][cH:27][cH:28][cH:29]1>>[c:24]1([CH:30]([CH2:31][CH3:32])[NH:33][C:44]([CH:43]([CH:42]([NH:41][C:39]([O:38][C:34]([CH3:35])([CH3:36])[CH3:37])=[O:40])[CH2:48][CH2:49][CH2:50][CH3:51])[OH:47])=[O:45])[cH:25][cH:26][cH:27][cH:28][cH:29]1. Reported procedure: To a solution of 12.95 g (37.3 mmol) of 3,4-dibromo-(trifluoroacetamido)benzene in 150 mL of conc. H2SO4 cooled at 8° C. was added 7.0 mL of 70% HNO3 (110 mmol) over 30 min. After the addition, the stirring was continued within 10°-12° C. for 1 h and then poured into ice-water (600 mL). The precipitate was collected by vacuum filtration, washed with H2O (6×50 mL), dried at 40° C. under 1 mmHg for 12 h, affording 13.90 g (95%) of the crude product. It was crystallized from hexanes (about 180 mL) ... The solvent is OS(=O)(=O)O (H2SO4). As a reaction SMILES: [Br:1][C:2]1[CH:3]=[C:4]([NH:9][C:10](=[O:15])[C:11]([F:14])([F:13])[F:12])[CH:5]=[CH:6][C:7]=1[Br:8].[N+:16]([O-])([OH:18])=[O:17]>OS(O)(=O)=O>[Br:1][C:2]1[C:3]([N+:16]([O-:18])=[O:17])=[C:4]([NH:9][C:10](=[O:15])[C:11]([F:12])([F:13])[F:14])[CH:5]=[CH:6][C:7]=1[Br:8]. Run at time 1 hour. Product: BrC=1C(=C(C=CC1Br)NC(C(F)(F)F)=O)[N+](=O)[O-] (3,4-dibromo-2-nitro-(trifluoroacetamido)benzene). Reactants: [N+](=O)(O)[O-] (HNO3), BrC=1C=C(C=CC1Br)NC(C(F)(F)F)=O (3,4-dibromo-(trifluoroacetamido)benzene), ice water. Isolated yield 68.7%. Reaction conditions: time 3 hour. Isolated yield 59.0%. The reactants are C(C)OCC (diethyl ether), C(#N)N1CCC2=C(C1)C1=C(OC2(C)C)C=C(C=C1OC)C(C(CCCCC)C)C (2-cyano-5,5-dimethyl-8-(1,2-dimethylheptyl)-10-methoxy-1,2,3,4-tetrahydro-5H-[1]benzopyrano[3,4-d]pyridine), C[O-].[Na+] (sodium methoxide), [Cl-].[NH4+] (Ammonium chloride). Procedure: A mixture of 198 mg (0.5 mmole) of 2-cyano-5,5-dimethyl-8-(1,2-dimethylheptyl)-10-methoxy-1,2,3,4-tetrahydro-5H-[1]benzopyrano[3,4-d]pyridine and 2.7 mg (0.05 mmole) of sodium methoxide in 8 ml of methanol was refluxed with stirring for 3 hours and allowed to stir overnight at ambient temperature. Ammonium chloride (29.4 mg; 0.55 mmole) was added and the stirring was continued for an additional 2 hours. The reaction mixture was concentrated on a rotary evaporator to give a residue to which was a... As a reaction SMILES: [C:1]([N:3]1[CH2:8][C:7]2[C:9]3[C:18]([O:19][CH3:20])=[CH:17][C:16]([CH:21]([CH3:29])[CH:22]([CH3:28])[CH2:23][CH2:24][CH2:25][CH2:26][CH3:27])=[CH:15][C:10]=3[O:11][C:12]([CH3:14])([CH3:13])[C:6]=2[CH2:5][CH2:4]1)#[N:2].C[O-].[Na+].[Cl-].[NH4+].[CH2:35]([O:37]CC)C>CO>[CH3:13][C:12]1([CH3:14])[C:6]2[CH2:5][CH2:4][N:3]([C:1](=[NH:2])[O:37][CH3:35])[CH2:8][C:7]=2[C:9]2[C:18]([O:19][CH3:20])=[CH:17][C:16]([CH:21]([CH3:29])[CH:22]([CH3:28])[CH2:23][CH2:24][CH2:25][CH2:26][CH3:27])=[CH:15][C:10]=2[O:11]1 |f:1.2,3.4|. Product: CC1(OC2=C(C(=CC(=C2)C(C(CCCCC)C)C)OC)C2=C1CCN(C2)C(OC)=N)C (methyl 5,5-dimethyl-8-(1,2-dimethylheptyl)-10-methoxy-1,2,3,4-tetrahydro-5H-[1]benzopyrano[3,4-d]pyridine-2-carboximidate). Run in CO (methanol). Reactants: O=C([O-])[O-], CC(C)N, CS(C)=O, CC(C)OC(=O)N1CCC(Oc2ncnc(Nc3ccc(I)cc3F)c2C#N)CC1, I[Cu]I, [K+], [K+], O=C(O)C1CCCN1. Product: CC(C)Nc1ccc(Nc2ncnc(OC3CCN(C(=O)OC(C)C)CC3)c2C#N)c(F)c1. RXN SMILES: [C:43](=[O:44])([O-:45])[O-:46].[CH3:31][CH:32]([CH3:33])[NH2:34].[CH3:49][S:50]([CH3:51])=[O:52].[CH:1]([CH3:2])([CH3:3])[O:4][C:5](=[O:6])[N:7]1[CH2:8][CH2:9][CH:10]([O:13][c:14]2[n:15][cH:16][n:17][c:18]([NH:22][c:23]3[c:24]([F:30])[cH:25][c:26]([I:29])[cH:27][cH:28]3)[c:19]2[C:20]#[N:21])[CH2:11][CH2:12]1.[Cu:53]([I:54])[I:55].[K+:47].[K+:48].[OH:35][C:36]([CH:37]1[NH:38][CH2:39][CH2:40][CH2:41]1)=[O:42]>>[CH:1]([CH3:2])([CH3:3])[O:4][C:5](=[O:6])[N:7]1[CH2:8][CH2:9][CH:10]([O:13][c:14]2[n:15][cH:16][n:17][c:18]([NH:22][c:23]3[c:24]([F:30])[cH:25][c:26]([NH:34][CH:32]([CH3:31])[CH3:33])[cH:27][cH:28]3)[c:19]2[C:20]#[N:21])[CH2:11][CH2:12]1. Reactants: OCCBr, O=C([O-])[O-], CN(C)C=O, [K+], [K+], COc1cc2c(Oc3cc4cnccc4nc3C)ccnc2cc1O. The product is COc1cc2c(Oc3cc4cnccc4nc3C)ccnc2cc1OCCO. Reaction SMILES: [Br:32][CH2:33][CH2:34][OH:35].[C:26](=[O:27])([O-:28])[O-:29].[CH3:36][N:37]([CH3:38])[CH:39]=[O:40].[K+:30].[K+:31].[OH:1][c:2]1[c:3]([O:24][CH3:25])[cH:4][c:5]2[c:6]([O:12][c:13]3[c:14]([CH3:23])[n:15][c:16]4[cH:17][cH:18][n:19][cH:20][c:21]4[cH:22]3)[cH:7][cH:8][n:9][c:10]2[cH:11]1>>[O:1]([c:2]1[c:3]([O:24][CH3:25])[cH:4][c:5]2[c:6]([O:12][c:13]3[c:14]([CH3:23])[n:15][c:16]4[cH:17][cH:18][n:19][cH:20][c:21]4[cH:22]3)[cH:7][cH:8][n:9][c:10]2[cH:11]1)[CH2:33][CH2:34][OH:35]. Reactants: COC(=O)C(CC(=O)OC(C)(C)C)[PH4] (1-methoxycarbonyl-2-t-butoxycarbonyl ethyl phosphorane), CC1=CC=C(O1)C=O (5-methylfuran-2-al). The solvent is C1(=CC=CC=C1)C (toluene). The product is C(C)(C)(C)OC(C/C(=C\C=1OC(=CC1)C)/C(=O)OC)=O (E-3-methoxycarbonyl-4(5-methylfur-2-yl)-but-3-enoic acid t-butyl ester). Yield: 99.2%. As a reaction SMILES: [CH3:1][O:2][C:3]([CH:5]([PH4])[CH2:6][C:7]([O:9][C:10]([CH3:13])([CH3:12])[CH3:11])=[O:8])=[O:4].[CH3:15][C:16]1[O:20][C:19]([CH:21]=O)=[CH:18][CH:17]=1>C1(C)C=CC=CC=1>[C:10]([O:9][C:7](=[O:8])[CH2:6]/[C:5](/[C:3]([O:2][CH3:1])=[O:4])=[CH:21]\[C:19]1[O:20][C:16]([CH3:15])=[CH:17][CH:18]=1)([CH3:13])([CH3:12])[CH3:11]. Procedure: A solution of 1-methoxycarbonyl-2-t-butoxycarbonyl ethyl phosphorane (JCS Perkin II, 1975, p1030; 2.69 g, 6 mmol, 1.2 eq) and 5-methylfuran-2-al (0.5 ml, 5 mmol) in dry toluene (10 ml) was stirred at 80° C. for 48 hrs, and then evaporated to dryness. The residue was chromatographed (50 g Bondelut, eluting with hexane containing 10% v/v ethyl acetate) to yield the title compound as a brown oil (1.39 g, 100%). NMR: 1.38 (s, 9H), 2.33 (s, 3H), 3.62 (s, 2H), 3.71 (s, 3H), 6.31 (d, 1H), 6.85 (d, 1H),...